Dataset: the Open Reaction Database (ORD), a public repository of structured organic reaction records. Task: describe an organic reaction: reactants, conditions, products, and yield Reactants: OC(CC(=O)OCC)CC(=O)OCC (diethyl 3-hydroxyglutarate), [Si](C1=CC=CC=C1)(C1=CC=CC=C1)(C(C)(C)C)Cl (tert-butyldiphenylsilyl chloride), N1C=NC=C1 (imidazole), O (water). Solvent: ClCCl.CCCCCC (dichloromethane hexane), CN(C=O)C (dimethylformamide). Product: O([Si](C1=CC=CC=C1)(C1=CC=CC=C1)C(C)(C)C)C(CC(=O)OCC)CC(=O)OCC (diethyl 3-(tert-butyldiphenylsiloxy)glutarate). Yield: 96.3%. Reaction SMILES: [OH:1][CH:2]([CH2:9][C:10]([O:12][CH2:13][CH3:14])=[O:11])[CH2:3][C:4]([O:6][CH2:7][CH3:8])=[O:5].[Si:15](Cl)([C:28]([CH3:31])([CH3:30])[CH3:29])([C:22]1[CH:27]=[CH:26][CH:25]=[CH:24][CH:23]=1)[C:16]1[CH:21]=[CH:20][CH:19]=[CH:18][CH:17]=1.N1C=CN=C1.O>CN(C)C=O.ClCCl.CCCCCC>[O:1]([CH:2]([CH2:3][C:4]([O:6][CH2:7][CH3:8])=[O:5])[CH2:9][C:10]([O:12][CH2:13][CH3:14])=[O:11])[Si:15]([C:28]([CH3:31])([CH3:30])[CH3:29])([C:22]1[CH:23]=[CH:24][CH:25]=[CH:26][CH:27]=1)[C:16]1[CH:21]=[CH:20][CH:19]=[CH:18][CH:17]=1 |f:5.6|. Procedure: To a solution of 1.22 g (5.97 mmol) of diethyl 3-hydroxyglutarate in dry dimethylformamide (30 ml) were added 1.95 g (7.09 mmol) of tert-butyldiphenylsilyl chloride and 1.41 g (20.7 mmol) of imidazole in an atmosphere of argon, and the mixture was allowed to react at room temperature for 10 hours. To the solution was added water followed by extraction with benzene. The organic layer was washed with water and concentrated under reduced pressure. The residue thus obtained was subjected to silica g... Reactants: COC=1C=C(CN2CCC(CC2)O)C=CC1[N+](=O)[O-] (1-(3-Methoxy-4-nitro-benzyl)-piperidin-4-ol). Reagents/catalysts: [Pd] (Pd/C). The solvent is C(C)O (Ethanol). Run at time 3 hour. Product: NC1=C(C=C(CN2CCC(CC2)O)C=C1)OC (1-(4-Amino-3-methoxy-benzyl)-piperidin-4-ol). RXN SMILES: [CH3:1][O:2][C:3]1[CH:4]=[C:5]([CH:14]=[CH:15][C:16]=1[N+:17]([O-])=O)[CH2:6][N:7]1[CH2:12][CH2:11][CH:10]([OH:13])[CH2:9][CH2:8]1>[Pd].C(O)C>[NH2:17][C:16]1[CH:15]=[CH:14][C:5]([CH2:6][N:7]2[CH2:12][CH2:11][CH:10]([OH:13])[CH2:9][CH2:8]2)=[CH:4][C:3]=1[O:2][CH3:1]. Reported procedure: Into a par bottle, 1-(3-Methoxy-4-nitro-benzyl)-piperidin-4-ol (0.74 g, 2.8 mmol), Ethanol (20 mL) and 10% Pd/C (10:90, Palladium:carbon black, 0.30 g, 0.28 mmol) were added. The reaction mixture was evacuated and charged with hydrogen at 35 psi. The mixture was shaken for 3 hours. The solid was filtered through Celite and washed with methanol. The solvent was removed under vacuum to give 1-(4-Amino-3-methoxy-benzyl)-piperidin-4-ol as a semi-solid. Reactants: C=Cc1ccc(-c2cn(-c3cc(C(=O)Nc4cc(C(C)(C)C)cc(NS(C)(=O)=O)c4OC)ccc3C)nn2)cn1, CN. Yields the product CNCCc1ccc(-c2cn(-c3cc(C(=O)Nc4cc(C(C)(C)C)cc(NS(C)(=O)=O)c4OC)ccc3C)nn2)cn1. Reaction SMILES: [C:1]([CH3:2])([CH3:3])([CH3:4])[c:5]1[cH:6][c:7]([NH:36][S:37](=[O:38])(=[O:39])[CH3:40])[c:8]([O:34][CH3:35])[c:9]([NH:11][C:12]([c:13]2[cH:14][c:15](-[n:20]3[n:21][n:22][c:23](-[c:25]4[cH:26][n:27][c:28]([CH:31]=[CH2:32])[cH:29][cH:30]4)[cH:24]3)[c:16]([CH3:19])[cH:17][cH:18]2)=[O:33])[cH:10]1.[CH3:41][NH2:42]>>[C:1]([CH3:2])([CH3:3])([CH3:4])[c:5]1[cH:6][c:7]([NH:36][S:37](=[O:38])(=[O:39])[CH3:40])[c:8]([O:34][CH3:35])[c:9]([NH:11][C:12]([c:13]2[cH:14][c:15](-[n:20]3[n:21][n:22][c:23](-[c:25]4[cH:26][n:27][c:28]([CH2:31][CH2:32][NH:42][CH3:41])[cH:29][cH:30]4)[cH:24]3)[c:16]([CH3:19])[cH:17][cH:18]2)=[O:33])[cH:10]1. Starting materials: [Al+3], COC(=O)c1cc(-c2ccc(C(F)(F)F)cc2)oc1C, [H-], [H-], [H-], [H-], [Li+], [Na+], C1CCOC1, [OH-], O. Product: Cc1oc(-c2ccc(C(F)(F)F)cc2)cc1CO. RXN SMILES: [Al+3:22].[CH3:1][c:2]1[o:3][c:4](-[c:11]2[cH:12][cH:13][c:14]([C:17]([F:18])([F:19])[F:20])[cH:15][cH:16]2)[cH:5][c:6]1[C:7](=[O:8])[O:9][CH3:10].[H-:21].[H-:24].[H-:25].[H-:26].[Li+:23].[Na+:28].[O:29]1[CH2:30][CH2:31][CH2:32][CH2:33]1.[OH-:27].[OH2:34]>>[CH3:1][c:2]1[o:3][c:4](-[c:11]2[cH:12][cH:13][c:14]([C:17]([F:18])([F:19])[F:20])[cH:15][cH:16]2)[cH:5][c:6]1[CH2:7][OH:8]. Reaction SMILES: [CH2:18]([c:19]1[cH:20][cH:21][cH:22][cH:23][cH:24]1)[O:25][C:26]([NH:27][CH:28]=[CH2:29])=[O:30].[CH2:31]([Cl:32])[Cl:33].[CH:15]([CH3:16])=[O:17].[NH2:1][c:2]1[cH:3][cH:4][cH:5][cH:6][cH:7]1.[Na+:8].[Na+:9].[O-:10][S:11]([O-:12])(=[O:13])=[O:14]>>[NH:1]1[c:2]2[cH:3][cH:4][cH:5][cH:6][c:7]2[CH:28]([NH:27][C:26]([O:25][CH2:18][c:19]2[cH:20][cH:21][cH:22][cH:23][cH:24]2)=[O:30])[CH2:29][CH:15]1[CH3:16]. The product is CC1CC(NC(=O)OCc2ccccc2)c2ccccc2N1. Starting materials: C=CNC(=O)OCc1ccccc1, ClCCl, CC=O, Nc1ccccc1, [Na+], [Na+], O=S(=O)([O-])[O-].